This data is from the Open Reaction Database (ORD), a public repository of structured organic reaction records. The task is: describe an organic reaction: reactants, conditions, products, and yield Starting materials: BrC1=CC=C(NCC)C=C1 (4-bromo-N-ethylaniline), C1(=CC=CC=C1)S(=O)(=O)N=C=O (benzenesulfonylisocyanate). Reagents/catalysts: C(C)N(CC)CC (triethylamine). Run in C1=CC=CC=C1 (benzene), C(CCCCCCCCCCC)(=O)[O-].C(CCCCCCCCCCC)(=O)[O-].C(CCC)[Sn+2]CCCC (dibutyltin dilaurate). Run at time 2 hour. Yields the product BrC1=CC=C(C=C1)N(C(=O)NS(=O)(=O)C1=CC=CC=C1)CC (1-(4-bromophenyl)-1-ethyl-3-benzenesulfonylurea). As a reaction SMILES: [Br:1][C:2]1[CH:10]=[CH:9][C:5]([NH:6][CH2:7][CH3:8])=[CH:4][CH:3]=1.[C:11]1([S:17]([N:20]=[C:21]=[O:22])(=[O:19])=[O:18])[CH:16]=[CH:15][CH:14]=[CH:13][CH:12]=1>C1C=CC=CC=1.C(N(CC)CC)C.C([O-])(=O)CCCCCCCCCCC.C([O-])(=O)CCCCCCCCCCC.C([Sn+2]CCCC)CCC>[Br:1][C:2]1[CH:10]=[CH:9][C:5]([N:6]([CH2:7][CH3:8])[C:21]([NH:20][S:17]([C:11]2[CH:12]=[CH:13][CH:14]=[CH:15][CH:16]=2)(=[O:19])=[O:18])=[O:22])=[CH:4][CH:3]=1 |f:4.5.6|. Reported procedure: A solution was prepared containing 4.0 g (0.02 mole) of 4-bromo-N-ethylaniline in 25 ml of benzene and one drop each of triethylamine and dibutyltin dilaurate. A solution of 3.7 g (0.02 mole) of benzenesulfonylisocyanate was added to the first solution. The temperature was allowed to rise to 35° C. The mixture was stirred for 2 hours at room temperature and for one-half hour at 40°-45° C.